From a dataset of the Open Reaction Database (ORD), a public repository of structured organic reaction records. describe an organic reaction: reactants, conditions, products, and yield The reactants are C(C)OC(CN1C(=NC2=NC=CC=C21)C2=CC=C(C=C2)Cl)=O (2-(4-chlorophenyl)-1H-imidazo[4,5-b]pyridine-1-acetic acid ethyl ester), [OH-].[K+] (potassium hydroxide). The solvent is C(C)O (ethanol), O (water), CO (methanol). The product is O.ClC1=CC=C(C=C1)C=1N(C=2C(=NC=CC2)N1)CC(=O)O (2-(4-Chlorophenyl)-1H-imidazo[4,5-b]pyridine-1-acetic acid hydrate). Yield: 3.9%. As a reaction SMILES: C([O:3][C:4](=[O:22])[CH2:5][N:6]1[C:14]2[C:9](=[N:10][CH:11]=[CH:12][CH:13]=2)[N:8]=[C:7]1[C:15]1[CH:20]=[CH:19][C:18]([Cl:21])=[CH:17][CH:16]=1)C.[OH-].[K+]>C(O)C.O.CO>[OH2:3].[Cl:21][C:18]1[CH:19]=[CH:20][C:15]([C:7]2[N:6]([CH2:5][C:4]([OH:22])=[O:3])[C:14]3[C:9]([N:8]=2)=[N:10][CH:11]=[CH:12][CH:13]=3)=[CH:16][CH:17]=1 |f:1.2,6.7|. Reported procedure: A mixture of 2-(4-chlorophenyl)-1H-imidazo[4,5-b]pyridine-1-acetic acid ethyl ester (8.4 g, 0.027 mole) and potassium hydroxide (2.25 g, 0.04 mole) in 95% ethanol (75 ml) and water (5 ml) was heated at reflux for 2.5 hours. The mixture was evaporated to dryness. The residue was dissolved in water and acidified with glacial acetic acid. The precipitate was collected by filtration, washed with water, and dried under high vacuum overnight at 60° C. to give 7.4 g (95%) yield). A 1.4-g sample was dis... Product: CN1C(=CC2=C(C(=C(C=C12)OC)OC)OC)CCCN1CCN(CC1)CCCC=1N(C2=CC(=C(C(=C2C1)OC)OC)OC)C (N,N′-bis[3-(1-methyl-4,5,6-trimethoxyindol-2-yl)propyl]piperazine). Procedure details: 2-(3-Methanesulfonyloxypropyl)-N-methyl-4,5,6-trimethoxyindole (160 mg) and piperazine (17 mg) were reacted in the same manner as in Example 1 to obtain the title compound as a free base. Reactants: CS(=O)(=O)OCCCC=1N(C2=CC(=C(C(=C2C1)OC)OC)OC)C (2-(3-Methanesulfonyloxypropyl)-N-methyl-4,5,6-trimethoxyindole), N1CCNCC1 (piperazine). As a reaction SMILES: CS(O[CH2:6][CH2:7][CH2:8][C:9]1[N:10]([CH3:24])[C:11]2[C:16]([CH:17]=1)=[C:15]([O:18][CH3:19])[C:14]([O:20][CH3:21])=[C:13]([O:22][CH3:23])[CH:12]=2)(=O)=O.[NH:25]1[CH2:30][CH2:29][NH:28][CH2:27][CH2:26]1>>[CH3:24][N:10]1[C:11]2[C:16](=[C:15]([O:18][CH3:19])[C:14]([O:20][CH3:21])=[C:13]([O:22][CH3:23])[CH:12]=2)[CH:17]=[C:9]1[CH2:8][CH2:7][CH2:6][N:25]1[CH2:30][CH2:29][N:28]([CH2:6][CH2:7][CH2:8][C:9]2[N:10]([CH3:24])[C:11]3[C:16]([CH:17]=2)=[C:15]([O:18][CH3:19])[C:14]([O:20][CH3:21])=[C:13]([O:22][CH3:23])[CH:12]=3)[CH2:27][CH2:26]1. As a reaction SMILES: [F:1][C:2]1[CH:7]=[C:6]([O:8][CH3:9])[CH:5]=[C:4]([F:10])[C:3]=1[CH:11]([O:15][CH3:16])[C:12]([OH:14])=O.Cl.[NH2:18][CH2:19][C:20]1[CH:27]=[CH:26][C:23]([C:24]#[N:25])=[CH:22][C:21]=1[OH:28]>>[C:24]([C:23]1[CH:26]=[CH:27][C:20]([CH2:19][NH:18][C:12](=[O:14])[CH:11]([C:3]2[C:4]([F:10])=[CH:5][C:6]([O:8][CH3:9])=[CH:7][C:2]=2[F:1])[O:15][CH3:16])=[C:21]([OH:28])[CH:22]=1)#[N:25] |f:1.2|. Product: C(#N)C1=CC(=C(CNC(C(OC)C2=C(C=C(C=C2F)OC)F)=O)C=C1)O ((RS)-N-(4-cyano-2-hydroxy-benzyl)-2-(2,6-difluoro-4-methoxy-phenyl)-2-methoxy-acetamide). Procedure: (RS)-(2,6-Difluoro-4-methoxy-phenyl)-methoxy-acetic acid (example 66.1) was coupled with 4-aminomethyl-3-hydroxy-benzonitrile hydrochloride (example 110.2) according to general procedure C to give (RS)-N-(4-cyano-2-hydroxy-benzyl)-2-(2,6-difluoro-4-methoxy-phenyl)-2-methoxy-acetamide. Colorless foam. MS 361.1 ([M−H]−) Starting materials: FC1=C(C(=CC(=C1)OC)F)C(C(=O)O)OC ((RS)-(2,6-Difluoro-4-methoxy-phenyl)-methoxy-acetic acid), Cl.NCC1=C(C=C(C#N)C=C1)O (4-aminomethyl-3-hydroxy-benzonitrile hydrochloride). Reactants: O (water), ClCCOCCCl (bis(2-chloroethyl) ether), C([O-])([O-])=O.[K+].[K+] (potassium carbonate), C(C)(C)(C)OC(=O)N1CCC(CC1)CC1=CC=C(C=C1)N (1-tert-Butoxycarbonyl-4-(4-aminobenzyl)piperidine). Solvent: C(CCC)O (1-butanol). Product: C(C)(C)(C)OC(=O)N1CCC(CC1)CC1=CC=C(C=C1)N1CCOCC1 (1-tert-butoxycarbonyl-4-(4-morpholinobenzyl)piperidine). Isolated yield 69.9%. RXN SMILES: [C:1]([O:5][C:6]([N:8]1[CH2:13][CH2:12][CH:11]([CH2:14][C:15]2[CH:20]=[CH:19][C:18]([NH2:21])=[CH:17][CH:16]=2)[CH2:10][CH2:9]1)=[O:7])([CH3:4])([CH3:3])[CH3:2].Cl[CH2:23][CH2:24][O:25][CH2:26][CH2:27]Cl.C(=O)([O-])[O-].[K+].[K+].O>C(O)CCC>[C:1]([O:5][C:6]([N:8]1[CH2:13][CH2:12][CH:11]([CH2:14][C:15]2[CH:20]=[CH:19][C:18]([N:21]3[CH2:27][CH2:26][O:25][CH2:24][CH2:23]3)=[CH:17][CH:16]=2)[CH2:10][CH2:9]1)=[O:7])([CH3:4])([CH3:2])[CH3:3] |f:2.3.4|. Reported procedure: 1-tert-Butoxycarbonyl-4-(4-aminobenzyl)piperidine (1 g, 3.45 mmol) was dissolved in 1-butanol (20 mL). To the solution were added bis(2-chloroethyl) ether (490 mg, 3.45 mmol) and potassium carbonate (1 g, 7.23 mmol), and the mixture was heated for 30 hours under reflux. The reaction mixture was poured into water (50 mL), and the mixture was extracted with ethyl acetate. The extract was washed with saturated sodium chloride solution, dried over anhydrous magnesium sulfate and concentrated under r... The reactants are Cl (hydrogen chloride), C=O (formalin), C(#N)[BH3-].[Na+] (sodium cyanoborohydride), C(C)C(CCCC1=CC(=C(C(=C1)OC)OC)OC)(C=1SC=CC1)NC (1-ethyl-4-(3,4,5-trimethoxyphenyl)-1-(2-thienyl)-N-methylbutylamine), Cl (hydrochloric acid), C([O-])([O-])=O.[K+].[K+] (potassium carbonate). The solvent is CO (methanol), C(C)#N (acetonitrile). Conditions: time 8 hour. The product is C(C)C(CCCC1=CC(=C(C(=C1)OC)OC)OC)(C=1SC=CC1)N(C)C (1-ethyl-4-(3,4,5-trimethoxyphenyl)-1-(2-thienyl)-N,N-dimethylbutylamine). The yield is 79.3%. Reaction SMILES: [CH2:1]([C:3]([NH:24][CH3:25])([C:19]1[S:20][CH:21]=[CH:22][CH:23]=1)[CH2:4][CH2:5][CH2:6][C:7]1[CH:12]=[C:11]([O:13][CH3:14])[C:10]([O:15][CH3:16])=[C:9]([O:17][CH3:18])[CH:8]=1)[CH3:2].C=O.[C:28]([BH3-])#N.[Na+].Cl.C(=O)([O-])[O-].[K+].[K+]>C(#N)C.CO>[CH2:1]([C:3]([N:24]([CH3:28])[CH3:25])([C:19]1[S:20][CH:21]=[CH:22][CH:23]=1)[CH2:4][CH2:5][CH2:6][C:7]1[CH:8]=[C:9]([O:17][CH3:18])[C:10]([O:15][CH3:16])=[C:11]([O:13][CH3:14])[CH:12]=1)[CH3:2] |f:2.3,5.6.7|. Reported procedure: 1.7 g of 1-ethyl-4-(3,4,5-trimethoxyphenyl)-1-(2-thienyl)-N-methylbutylamine are dissolved in 15 ml of acetonitrile. 1.5 ml of 35% formalin and 0.59 g of sodium cyanoborohydride are added to the solution, and the mixture is adjusted to pH 6.5 with methanol containing hydrogen chloride and stirred at room temperature for 8 hours. After the reaction, the mixture is acidified with 10% hydrochloric acid and stirred for 30 minutes. The mixture is alkalized with an aqueous 20% potassium carbonate solu... The reactants are FC(C(=O)O)(F)F (trifluoroacetic acid), BrC=1C=C(C(=O)NC2=C(C(=O)OC(C)(C)C)C=CC(=C2)OC2=CC=CC=C2)C=CC1 (tert-butyl 2-(3-bromobenzamido)-4-phenoxybenzoate). Reaction conditions: time 5 minute. Product: BrC=1C=C(C(=O)NC2=C(C(=O)O)C=CC(=C2)OC2=CC=CC=C2)C=CC1 (2-(3-bromobenzamido)-4-phenoxybenzoic acid). As a reaction SMILES: FC(F)(F)C(O)=O.[Br:8][C:9]1[CH:10]=[C:11]([CH:35]=[CH:36][CH:37]=1)[C:12]([NH:14][C:15]1[CH:27]=[C:26]([O:28][C:29]2[CH:34]=[CH:33][CH:32]=[CH:31][CH:30]=2)[CH:25]=[CH:24][C:16]=1[C:17]([O:19]C(C)(C)C)=[O:18])=[O:13]>>[Br:8][C:9]1[CH:10]=[C:11]([CH:35]=[CH:36][CH:37]=1)[C:12]([NH:14][C:15]1[CH:27]=[C:26]([O:28][C:29]2[CH:34]=[CH:33][CH:32]=[CH:31][CH:30]=2)[CH:25]=[CH:24][C:16]=1[C:17]([OH:19])=[O:18])=[O:13]. Reported procedure: 5 mL of trifluoroacetic acid was added to the obtained tert-butyl 2-(3-bromobenzamido)-4-phenoxybenzoate and stirred at room temperature for 5 minutes. The solvent was evaporated under reduced pressure and diisopropyl ether was added to the obtained residue and a solid substance was separated by filtration to obtain 31 mg of 2-(3-bromobenzamido)-4-phenoxybenzoic acid as white solid. Reaction SMILES: [CH2:1]([N:8]1[C:12]([CH2:13][C:14]2[CH:22]=[CH:21][C:17]([C:18]([O-:20])=[O:19])=[C:16]([C:23]3[CH:28]=[CH:27][CH:26]=[CH:25][C:24]=3[CH3:29])[CH:15]=2)=[N:11][N:10]=[N:9]1)[C:2]1[CH:7]=[CH:6][CH:5]=[CH:4][CH:3]=1.[OH-].[Na+]>C(O)C>[CH2:1]([N:8]1[C:12]([CH2:13][C:14]2[CH:22]=[CH:21][C:17]([C:18]([OH:20])=[O:19])=[C:16]([C:23]3[CH:28]=[CH:27][CH:26]=[CH:25][C:24]=3[CH3:29])[CH:15]=2)=[N:11][N:10]=[N:9]1)[C:2]1[CH:3]=[CH:4][CH:5]=[CH:6][CH:7]=1 |f:1.2|. The reactants are C(C1=CC=CC=C1)N1N=NN=C1CC1=CC(=C(C(=O)[O-])C=C1)C1=C(C=CC=C1)C (4-(1-benzyltetrazol-5-ylmethyl)-2-(2-methylphenyl)benzoate), [OH-].[Na+] (sodium hydroxide). Procedure details: A 50 mL round-bottom flask was charged with 4-(l-benzyltetrazol-5-ylmethyi)-2-(2-methylphenyl)benzoate (A) (205.8 mg, 0.52 mmol) and ethanol (10 mL). 4 N sodium hydroxide (1.1 mL, 4.16 mmol) was added. The reaction was refluxed for 2 h and then cooled. The solvent was removed under vacuum and then diluted with water. The reaction was extracted with Et2O (3×10 mL). The pH of the aqueous layer was adjusted to 2 with 1 M H3PO4. The aqueous layer was extracted with EtOAc (3×10 mL). The combined orga... Solvent: C(C)O (ethanol). Yields the product C(C1=CC=CC=C1)N1N=NN=C1CC1=CC(=C(C(=O)O)C=C1)C1=C(C=CC=C1)C (4-(1-benzyltetrazol-5-ylmethyl)-2-(2-methylphenyl)benzoic acid).